The task is: describe an organic reaction: reactants, conditions, products, and yield. This data is from the Open Reaction Database (ORD), a public repository of structured organic reaction records. The reactants are C(C)O (ethanol), trimethylsilyl ester, C(C)OC(=O)C(=O)NCP(OCC)(OCC)=O (Diethyl N-(ethoxycarbonylcarbonyl)aminomethylphosphonate), C[Si](C)(C)Br (Trimethylsilyl bromide), C(C)O (ethanol). Solvent: ClCCl (dichloromethane), ClCCl (dichloromethane). Reaction conditions: time 4 hour. Product: C(C)OC(=O)C(=O)NCP(O)(O)=O (N-(ethoxycarbonylcarbonyl)aminomethylphosphonic acid). Yield: 57.6%. As a reaction SMILES: [CH2:1]([O:3][C:4]([C:6]([NH:8][CH2:9][P:10](=[O:17])([O:14]CC)[O:11]CC)=[O:7])=[O:5])[CH3:2].C[Si](Br)(C)C.C(O)C>ClCCl>[CH2:1]([O:3][C:4]([C:6]([NH:8][CH2:9][P:10](=[O:11])([OH:17])[OH:14])=[O:7])=[O:5])[CH3:2]. Reported procedure: Diethyl N-(ethoxycarbonylcarbonyl)aminomethylphosphonate (15.0 g prepared as described in Example 1) in dry dichloromethane (90 ml) was placed in a flask which was sealed with a rubber septum. Trimethylsilyl bromide (28 ml); ca. 3.8 molar proportions was added by syringe through the septum and the mixture stirred for four hours at room temperature. The solution was then evaporated under reduced pressure to give a yellow oil. This was taken up in dry dichloromethane (ca. 100 ml) and treated with ... Reactants: FC1=CC=C(C=C1)C1NCCC1 ((RS)-2-(4-fluoro-phenyl)-pyrrolidine), FC=1C=C(C=CC1)S(=O)(=O)Cl (3-fluoro-benzenesulfonyl chloride). The product is FC=1C=C(C=CC1)S(=O)(=O)N1C(CCC1)C1=CC=C(C=C1)F ((RS)-1-(3-Fluoro-benzenesulfonyl)-2-(4-fluoro-phenyl)-pyrrolidine). As a reaction SMILES: [F:1][C:2]1[CH:7]=[CH:6][C:5]([CH:8]2[CH2:12][CH2:11][CH2:10][NH:9]2)=[CH:4][CH:3]=1.[F:13][C:14]1[CH:15]=[C:16]([S:20](Cl)(=[O:22])=[O:21])[CH:17]=[CH:18][CH:19]=1>>[F:13][C:14]1[CH:15]=[C:16]([S:20]([N:9]2[CH2:10][CH2:11][CH2:12][CH:8]2[C:5]2[CH:4]=[CH:3][C:2]([F:1])=[CH:7][CH:6]=2)(=[O:22])=[O:21])[CH:17]=[CH:18][CH:19]=1. Reported procedure: The title compound, off-white solid, m.p. 101° C. and MS: m/e=323 (M+) was prepared in accordance with the general method of example 1e from (RS)-2-(4-fluoro-phenyl)-pyrrolidine and 3-fluoro-benzenesulfonyl chloride. Product: CC(C)(C)OC(=O)C(C)(C)Sc1nc(CC(=O)Nc2ccc(-c3ccc(C(F)(F)F)cc3)cc2)cs1. RXN SMILES: [C:1]([CH3:2])([CH3:3])([CH3:4])[O:5][C:6]([C:7]([CH3:8])([CH3:9])[S:10][c:11]1[s:12][cH:13][c:14]([CH2:16][C:17](=[O:18])[NH:19][c:20]2[cH:21][cH:22][c:23]([Br:26])[cH:24][cH:25]2)[n:15]1)=[O:27].[F:28][C:29]([c:30]1[cH:31][cH:32][c:33]([O:36][B:37]([OH:38])[OH:39])[cH:34][cH:35]1)([F:40])[F:41].[Na+:49].[Na+:50].[O-:51][C:52](=[O:53])[O-:54].[O:43]1[CH2:44][CH2:45][O:46][CH2:47][CH2:48]1.[OH2:42].[cH:55]1[cH:56][cH:57][c:58]([P:59]([Pd:60]([P:61]([c:62]2[cH:63][cH:64][cH:65][cH:66][cH:67]2)([c:68]2[cH:69][cH:70][cH:71][cH:72][cH:73]2)[c:74]2[cH:75][cH:76][cH:77][cH:78][cH:79]2)([P:80]([c:81]2[cH:82][cH:83][cH:84][cH:85][cH:86]2)([c:87]2[cH:88][cH:89][cH:90][cH:91][cH:92]2)[c:93]2[cH:94][cH:95][cH:96][cH:97][cH:98]2)[P:99]([c:100]2[cH:101][cH:102][cH:103][cH:104][cH:105]2)([c:106]2[cH:107][cH:108][cH:109][cH:110][cH:111]2)[c:112]2[cH:113][cH:114][cH:115][cH:116][cH:117]2)([c:118]2[cH:119][cH:120][cH:121][cH:122][cH:123]2)[c:124]2[cH:125][cH:126][cH:127][cH:128][cH:129]2)[cH:130][cH:131]1>>[C:1]([CH3:2])([CH3:3])([CH3:4])[O:5][C:6]([C:7]([CH3:8])([CH3:9])[S:10][c:11]1[s:12][cH:13][c:14]([CH2:16][C:17](=[O:18])[NH:19][c:20]2[cH:21][cH:22][c:23](-[c:33]3[cH:32][cH:31][c:30]([C:29]([F:28])([F:40])[F:41])[cH:35][cH:34]3)[cH:24][cH:25]2)[n:15]1)=[O:27]. Reactants: CC(C)(C)OC(=O)C(C)(C)Sc1nc(CC(=O)Nc2ccc(Br)cc2)cs1, OB(O)Oc1ccc(C(F)(F)F)cc1, [Na+], [Na+], O=C([O-])[O-], C1COCCO1, O, c1ccc(P(c2ccccc2)(c2ccccc2)[Pd](P(c2ccccc2)(c2ccccc2)c2ccccc2)(P(c2ccccc2)(c2ccccc2)c2ccccc2)P(c2ccccc2)(c2ccccc2)c2ccccc2)cc1. Reactants: CC(C)(C)[Si](C)(C)OCCc1cccs1, ClC(Cl)Cl, O=C1CCC(=O)N1Cl, ClCCl. Product: CC(C)(C)[Si](C)(C)OCCc1ccc(Cl)s1. RXN SMILES: [C:9]([CH3:10])([CH3:11])([CH3:12])[Si:13]([O:14][CH2:15][CH2:16][c:17]1[s:18][cH:19][cH:20][cH:21]1)([CH3:22])[CH3:23].[CH:24]([Cl:25])([Cl:26])[Cl:27].[Cl:1][N:2]1[C:3](=[O:4])[CH2:5][CH2:6][C:7]1=[O:8].[Cl:28][CH2:29][Cl:30]>>[Cl:1][c:19]1[s:18][c:17]([CH2:16][CH2:15][O:14][Si:13]([C:9]([CH3:10])([CH3:11])[CH3:12])([CH3:22])[CH3:23])[cH:21][cH:20]1. Reported procedure: 9-Chloro-2-[2-(2,4-difluoro-phenyl)-2H-[1,2,4]triazol-3-yl]-4,5-dihydro-6-oxa-1-thia-10-aza-benzo[e]azulene (208 mg×4, 2.0 mmol) tert-butyl piperazine-1-carboxylate (445 mg, 2.4 mmol) Pd(OAc) (45 mg, 0.20 mmol) Xphos (95 mg, 2.0 mmol) t-BuONa (460 mg, 4.0 mmol) and dioxane (4 mL) were added in a 10 mL of sealed tube, and the mixture was heated by microwave at 112° C. for 7 min under N2. The reaction mixture was filtered to gather the solution and water was added. The mixture was extracted by DCM... Reaction SMILES: Cl[C:2]1[CH:3]=[CH:4][C:5]2[O:14][CH2:13][CH2:12][C:11]3[CH:10]=[C:9]([C:15]4[N:16]([C:20]5[CH:25]=[CH:24][C:23]([F:26])=[CH:22][C:21]=5[F:27])[N:17]=[CH:18][N:19]=4)[S:8][C:7]=3[C:6]=2[N:28]=1.[N:29]1([C:35]([O:37][C:38]([CH3:41])([CH3:40])[CH3:39])=[O:36])[CH2:34][CH2:33][NH:32][CH2:31][CH2:30]1>O1CCOCC1>[C:38]([O:37][C:35]([N:29]1[CH2:34][CH2:33][N:32]([C:2]2[CH:3]=[CH:4][C:5]3[O:14][CH2:13][CH2:12][C:11]4[CH:10]=[C:9]([C:15]5[N:16]([C:20]6[CH:25]=[CH:24][C:23]([F:26])=[CH:22][C:21]=6[F:27])[N:17]=[CH:18][N:19]=5)[S:8][C:7]=4[C:6]=3[N:28]=2)[CH2:31][CH2:30]1)=[O:36])([CH3:41])([CH3:39])[CH3:40]. Yield: 54.0%. Product: C(C)(C)(C)OC(=O)N1CCN(CC1)C=1C=CC2=C(C=3SC(=CC3CCO2)C=2N(N=CN2)C2=C(C=C(C=C2)F)F)N1 (4-{2-[2-(2,4-Difluoro-phenyl)-2H-[1,2,4]triazol-3-yl]-4,5-dihydro-6-oxa-1-thia-10-aza-benzo[e]azulen-9-yl}-piperazine-1-carboxylic acid tert-butyl ester). Run in O1CCOCC1 (dioxane). Starting materials: ClC=1C=CC2=C(C=3SC(=CC3CCO2)C=2N(N=CN2)C2=C(C=C(C=C2)F)F)N1 (9-Chloro-2-[2-(2,4-difluoro-phenyl)-2H-[1,2,4]triazol-3-yl]-4,5-dihydro-6-oxa-1-thia-10-aza-benzo[e]azulene), N1(CCNCC1)C(=O)OC(C)(C)C (tert-butyl piperazine-1-carboxylate). Reaction conditions: temperature 112 celsius. Starting materials: FC1=C(C=C(C=C1)[N+](=O)[O-])C=1OC2=C(N1)C=C(C=C2)Br (2-(2-fluoro-5-nitrophenyl)-5-bromobenzoxazole), O1C(=CC2=C1C=CC=C2)B(O)O (benzofuran-2-boronic acid). Yields the product FC1=C(C=C(C=C1)[N+](=O)[O-])C=1OC2=C(N1)C=C(C=C2)C=2OC1=C(C2)C=CC=C1 (2-(2-Fluoro-5-nitrophenyl)-5-(2-benzofuranyl)benzoxazole). As a reaction SMILES: [F:1][C:2]1[CH:7]=[CH:6][C:5]([N+:8]([O-:10])=[O:9])=[CH:4][C:3]=1[C:11]1[O:12][C:13]2[CH:19]=[CH:18][C:17](Br)=[CH:16][C:14]=2[N:15]=1.[O:21]1[C:25]2[CH:26]=[CH:27][CH:28]=[CH:29][C:24]=2[CH:23]=[C:22]1B(O)O>>[F:1][C:2]1[CH:7]=[CH:6][C:5]([N+:8]([O-:10])=[O:9])=[CH:4][C:3]=1[C:11]1[O:12][C:13]2[CH:19]=[CH:18][C:17]([C:22]3[O:21][C:25]4[CH:26]=[CH:27][CH:28]=[CH:29][C:24]=4[CH:23]=3)=[CH:16][C:14]=2[N:15]=1. Procedure details: Prepared by the method of Example 15d), from 2-(2-fluoro-5-nitrophenyl)-5-bromobenzoxazole (1.00 g, 3.0 mmol) and benzofuran-2-boronic acid (728 mg, 4.50 mmol) the subtitle compound was obtained (208 mg, 18%). The product was used directly in the next step without purification. Starting materials: BrC=1C=C(C=O)C=CC1 (3-bromobenzaldehyde), CCCCCC (hexane), C(CCC)[Li] (n-butyl lithium), CC1=CSC2=C1C=CC=C2 (3-methyl-1-benzothiophene). The solvent is O1CCCC1 (tetrahydrofuran), O1CCCC1 (tetrahydrofuran), O (Water). The product is BrC=1C=C(C=CC1)C(O)C=1SC2=C(C1C)C=CC=C2 ((3-bromophenyl)(3-methyl-1-benzothien-2-yl) methanol). Isolated yield 91.8%. Reaction SMILES: CCCCCC.C([Li])CCC.[CH3:12][C:13]1[C:17]2[CH:18]=[CH:19][CH:20]=[CH:21][C:16]=2[S:15][CH:14]=1.[Br:22][C:23]1[CH:24]=[C:25]([CH:28]=[CH:29][CH:30]=1)[CH:26]=[O:27]>O1CCCC1.O>[Br:22][C:23]1[CH:24]=[C:25]([CH:26]([C:14]2[S:15][C:16]3[CH:21]=[CH:20][CH:19]=[CH:18][C:17]=3[C:13]=2[CH3:12])[OH:27])[CH:28]=[CH:29][CH:30]=1. Procedure details: A solution of 1.56 M hexane (23.7 ml) of n-butyl lithium was added dropwise to a solution of 3-methyl-1-benzothiophene (5.0 g) in tetrahydrofuran (50 ml) at −78° C. under an argon atmosphere, and the mixture was stirred for half an hour at the same temperature. Then, a solution of 3-bromobenzaldehyde (6.05 g) in tetrahydrofuran (6 ml) was added dropwise to the mixture, and the mixture was stirred for half an hour. Water was added to the reaction mixture, and extracted with ethyl acetate. The org...